This data is from the Open Reaction Database (ORD), a public repository of structured organic reaction records. The task is: describe an organic reaction: reactants, conditions, products, and yield Reactants: [Al+3], [Cl-], [Cl-], [Cl-], ClCCl, [Na+], [Na+], O=C([O-])[O-], O, Cc1ccc(S(=O)(=O)Cl)cc1, c1cn2cncc2s1. Product: Cc1ccc(S(=O)(=O)c2ncn3ccsc23)cc1. Reaction SMILES: [Al+3:13].[Cl-:12].[Cl-:14].[Cl-:15].[Cl:30][CH2:31][Cl:32].[Na+:24].[Na+:25].[O-:26][C:27](=[O:28])[O-:29].[OH2:33].[c:1]1([CH3:11])[cH:2][cH:3][c:4]([S:7](=[O:8])(=[O:9])[Cl:10])[cH:5][cH:6]1.[s:16]1[c:17]2[n:18]([cH:19][cH:20]1)[cH:21][n:22][cH:23]2>>[c:1]1([CH3:11])[cH:2][cH:3][c:4]([S:7](=[O:8])(=[O:9])[c:23]2[c:17]3[s:16][cH:20][cH:19][n:18]3[cH:21][n:22]2)[cH:5][cH:6]1. Starting materials: FC1=CC=C(C=C1)C1=CC=C(C=C1)C(CCC(=O)O)=O (4-(4'-fluoro-4-biphenylyl)-4-oxo-butyric acid), Cl(=O)(=O)(=O)O (perchloric acid). Reagents/catalysts: [Pd] (palladium/barium sulfate). Solvent: C(C)(=O)O (acetic acid). The product is FC1=CC=C(C=C1)C1=CC=C(C=C1)CCCC(=O)O (4-(4'-Fluoro-4-biphenylyl)-butyric acid). Reaction SMILES: [F:1][C:2]1[CH:7]=[CH:6][C:5]([C:8]2[CH:13]=[CH:12][C:11]([C:14](=O)[CH2:15][CH2:16][C:17]([OH:19])=[O:18])=[CH:10][CH:9]=2)=[CH:4][CH:3]=1.Cl(O)(=O)(=O)=O>C(O)(=O)C.[Pd]>[F:1][C:2]1[CH:3]=[CH:4][C:5]([C:8]2[CH:13]=[CH:12][C:11]([CH2:14][CH2:15][CH2:16][C:17]([OH:19])=[O:18])=[CH:10][CH:9]=2)=[CH:6][CH:7]=1. Procedure: 5.0 gm (0.018 mol) of 4-(4'-fluoro-4-biphenylyl)-4-oxo-butyric acid were hydrogenated in 50 ml of acetic acid under addition of 1.5 ml of perchloric acid in the presence of 1.5 gm of palladium/barium sulfate (5%) as catalyst at room temperature and at a pressure of 5 atmospheres in a Parr-autoclave.